From a dataset of the Open Reaction Database (ORD), a public repository of structured organic reaction records. describe an organic reaction: reactants, conditions, products, and yield Reactants: COC=1C=C2C(=C(N(C(C2=CC1)=O)C)C)C1=CC=CC=C1 (6-Methoxy-2,3-dimethyl-4-phenyl-2H-isoquinolin-1-one), BrN1C(CCC1=O)=O (N-bromosuccinimide), BrN1C(CCC1=O)=O (N-bromosuccinimide). Solvent: C(Cl)(Cl)(Cl)Cl (carbon tetrachloride). The product is BrCC=1N(C(C2=CC=C(C=C2C1C1=CC=CC=C1)OC)=O)C (3-Bromomethyl-6-methoxy-2-methyl-4-phenyl-2H-isoquinolin-1-one), solid. Yield: 88.2%. As a reaction SMILES: [CH3:1][O:2][C:3]1[CH:4]=[C:5]2[C:10](=[CH:11][CH:12]=1)[C:9](=[O:13])[N:8]([CH3:14])[C:7]([CH3:15])=[C:6]2[C:16]1[CH:21]=[CH:20][CH:19]=[CH:18][CH:17]=1.[Br:22]N1C(=O)CCC1=O>C(Cl)(Cl)(Cl)Cl>[Br:22][CH2:15][C:7]1[N:8]([CH3:14])[C:9](=[O:13])[C:10]2[C:5]([C:6]=1[C:16]1[CH:21]=[CH:20][CH:19]=[CH:18][CH:17]=1)=[CH:4][C:3]([O:2][CH3:1])=[CH:12][CH:11]=2. Reported procedure: To a solution of 12 (3.08 g, 11.0 mmol) in carbon tetrachloride under Argon was added N-bromosuccinimide (1.96 g, 11.0 mmol). The contents of the reaction flask were heated to reflux. After 3 h an additional portion of N-bromosuccinimide (0.50 g, 2.81 mmol) was added to the reaction flask. After 7 h the solvent was removed in vacuo and sat. sodium bicarbonate was added. Extracted with methylene chloride (4×) and dried the combined organic portions with magnesium sulfate (anh.). Removal of the so... RXN SMILES: [CH2:15]([CH2:16][CH2:17][CH3:18])[CH:19]1[CH2:20][CH2:21][NH:22][CH2:23][CH2:24]1.[Cl:1][CH2:2][CH2:3][CH2:4][n:5]1[c:6](=[O:14])[o:7][c:8]2[c:9]1[cH:10][cH:11][cH:12][cH:13]2>>[CH2:2]([CH2:3][CH2:4][n:5]1[c:6](=[O:14])[o:7][c:8]2[c:9]1[cH:10][cH:11][cH:12][cH:13]2)[N:22]1[CH2:21][CH2:20][CH:19]([CH2:15][CH2:16][CH2:17][CH3:18])[CH2:24][CH2:23]1. The product is CCCCC1CCN(CCCn2c(=O)oc3ccccc32)CC1. Reactants: CCCCC1CCNCC1, O=c1oc2ccccc2n1CCCCl. Starting materials: OC1=CC2=C(NC(O2)=O)C=C1 (6-hydroxybenzo[d]oxazol-2(3H)-one), C(=O)([O-])[O-].[K+].[K+] (K2CO3), C[Si](C)(C)CCOCCl (SEM-Cl). Solvent: CN(C)C=O (DMF). Reaction conditions: time 18 hour. The product is OC1=CC2=C(N(C(O2)=O)COCC[Si](C)(C)C)C=C1 (6-hydroxy-3-((2-(trimethylsilyl)ethoxy)methyl)benzo[d]oxazol-2(3H)-one). Yield: 21.5%. RXN SMILES: [OH:1][C:2]1[CH:11]=[CH:10][C:5]2[NH:6][C:7](=[O:9])[O:8][C:4]=2[CH:3]=1.C([O-])([O-])=O.[K+].[K+].[CH3:18][Si:19]([CH2:22][CH2:23][O:24][CH2:25]Cl)([CH3:21])[CH3:20]>CN(C=O)C>[OH:1][C:2]1[CH:11]=[CH:10][C:5]2[N:6]([CH2:25][O:24][CH2:23][CH2:22][Si:19]([CH3:21])([CH3:20])[CH3:18])[C:7](=[O:9])[O:8][C:4]=2[CH:3]=1 |f:1.2.3|. Reported procedure: To a solution of 6-hydroxybenzo[d]oxazol-2(3H)-one (3 g, 19.85 mmol) in dry DMF (30 mL), K2CO3 (5.54 g, 40.1 mmol) and SEM-Cl (4.79 mL, 27.0 mmol) were added. The reaction mixture was stirred at room temperature for 18 h. Solvent was removed under vacuum. The residue was dissolved in ethyl acetate, washed with water and brine, and dried over sodium sulfate. The organic layer was concentrated under vacuum and the crude product was purified by flash chromatography on silica gel using 10 to 50% eth... Reactants: C(C)(C)(C)OC(=O)N1C(OCC1CO)(C)C (4-Hydroxymethyl-2,2-dimethyl-oxazolidine-3-carboxylic acid tert-butyl ester), [Cr](=O)(=O)([O-])Cl.[NH+]1=CC=CC=C1 (pyridinium chlorochromate). Solvent: C(Cl)Cl (CH2Cl2). Run at time 8 hour. Product: C(C)(C)(C)OC(=O)N1C(OCC1C=O)(C)C (4-Formyl-2,2-dimethyl-oxazolidine-3-carboxylic acid tert-butyl ester). As a reaction SMILES: [C:1]([O:5][C:6]([N:8]1[CH:12]([CH2:13][OH:14])[CH2:11][O:10][C:9]1([CH3:16])[CH3:15])=[O:7])([CH3:4])([CH3:3])[CH3:2].[Cr](Cl)([O-])(=O)=O.[NH+]1C=CC=CC=1>C(Cl)Cl>[C:1]([O:5][C:6]([N:8]1[CH:12]([CH:13]=[O:14])[CH2:11][O:10][C:9]1([CH3:16])[CH3:15])=[O:7])([CH3:4])([CH3:3])[CH3:2] |f:1.2|. Reported procedure: To a solution of (36) (80 mg, 0.346 mmol) stirring in CH2Cl2 (2 mL), under a nitrogen atmosphere, was added pyridinium chlorochromate (150 mg, 0.694 mmol). The reaction mixture was allowed to stir overnight then filtered through a plug of silica gel. The crude aldehyde was carried on to the following step. Reactants: CCOC(=O)CP(=O)(OCC)OCC, O=Cc1cnn(Cc2ccccc2)c1-c1ccccc1, CN(C)C=O, [H-], [Na+], O. Yields the product CCOC(=O)C=Cc1cnn(Cc2ccccc2)c1-c1ccccc1. Reaction SMILES: [CH2:23]([O:24][P:25]([O:26][CH2:27][CH3:28])(=[O:29])[CH2:31][C:32](=[O:33])[O:34][CH2:35][CH3:36])[CH3:30].[CH2:3]([c:4]1[cH:5][cH:6][cH:7][cH:8][cH:9]1)[n:10]1[n:11][cH:12][c:13]([CH:21]=[O:22])[c:14]1-[c:15]1[cH:16][cH:17][cH:18][cH:19][cH:20]1.[CH3:37][N:38]([CH3:39])[CH:40]=[O:41].[H-:1].[Na+:2].[OH2:42]>>[CH2:3]([c:4]1[cH:5][cH:6][cH:7][cH:8][cH:9]1)[n:10]1[n:11][cH:12][c:13]([CH:21]=[CH:31][C:32](=[O:33])[O:34][CH2:35][CH3:36])[c:14]1-[c:15]1[cH:16][cH:17][cH:18][cH:19][cH:20]1. The product is C(C)OC(=O)C1C(C(CCC1)C(C1=CC=C(C=C1)Cl)=O)=O (3-(4-chloro-benzoyl)-2-oxo-cyclohexanecarboxylic acid ethyl ester), 1c. As a reaction SMILES: [Li+].C[Si]([N-][Si](C)(C)C)(C)C.[CH2:11]([O:13][C:14]([CH:16]1[CH2:21][CH2:20][CH2:19][CH2:18][C:17]1=[O:22])=[O:15])[CH3:12].[Cl:23][C:24]1[CH:35]=[CH:34][C:27]([C:28](N(OC)C)=[O:29])=[CH:26][CH:25]=1>C1COCC1>[CH2:11]([O:13][C:14]([CH:16]1[CH2:21][CH2:20][CH2:19][CH:18]([C:28](=[O:29])[C:27]2[CH:34]=[CH:35][C:24]([Cl:23])=[CH:25][CH:26]=2)[C:17]1=[O:22])=[O:15])[CH3:12] |f:0.1|. Reported procedure: To a solution of LHMDS (21 mL, 2.1 mmol) in 50 mL of anhydrous THF under a nitrogen atmosphere at −78° C. was added 2-oxo-cyclohexanecarboxylic acid ethyl ester Compound 1a (1.80 g, 10.0 mmol) in 10 mL of anhydrous THF. The resultant homogeneous mixture was left to stir at −78° C. for 40 min followed by the drop wise addition of 4-chloro-N-methoxy-N-methyl-benzamide Compound 1b (2.0 g, 10 mmol) in 10 mL of anhydrous THF. The reaction mixture was allowed to stir for 18 hours and allowed to warm t... Reactants: [Li+].C[Si](C)(C)[N-][Si](C)(C)C (LHMDS), C(C)OC(=O)C1C(CCCC1)=O (2-oxo-cyclohexanecarboxylic acid ethyl ester), 1a, ClC1=CC=C(C(=O)N(C)OC)C=C1 (4-chloro-N-methoxy-N-methyl-benzamide), 1b. Conditions: temperature -78 celsius, time 40 minute. Solvent: C1CCOC1 (THF), C1CCOC1 (THF), C1CCOC1 (THF). Reactants: Fc1cc2ncccc2cc1Cn1nnc2ncc(Br)nc21, C=C(OCC)[Sn](CCCC)(CCCC)CCCC, CN(C)C=O, c1ccc(P(c2ccccc2)(c2ccccc2)[Pd](P(c2ccccc2)(c2ccccc2)c2ccccc2)(P(c2ccccc2)(c2ccccc2)c2ccccc2)P(c2ccccc2)(c2ccccc2)c2ccccc2)cc1. Yields the product C=C(OCC)c1cnc2nnn(Cc3cc4cccnc4cc3F)c2n1. As a reaction SMILES: [Br:1][c:2]1[cH:3][n:4][c:5]2[c:6]([n:7]1)[n:8]([CH2:11][c:12]1[cH:13][c:14]3[cH:15][cH:16][cH:17][n:18][c:19]3[cH:20][c:21]1[F:22])[n:9][n:10]2.[CH2:23]([Sn:24]([CH2:25][CH2:26][CH2:27][CH3:33])([C:28](=[CH2:29])[O:30][CH2:31][CH3:32])[CH2:34][CH2:35][CH2:36][CH3:37])[CH2:38][CH2:39][CH3:40].[O:41]=[CH:42][N:43]([CH3:44])[CH3:45].[cH:46]1[cH:47][cH:48][c:49]([P:50]([Pd:51]([P:52]([c:53]2[cH:54][cH:55][cH:56][cH:57][cH:58]2)([c:59]2[cH:60][cH:61][cH:62][cH:63][cH:64]2)[c:65]2[cH:66][cH:67][cH:68][cH:69][cH:70]2)([P:71]([c:72]2[cH:73][cH:74][cH:75][cH:76][cH:77]2)([c:78]2[cH:79][cH:80][cH:81][cH:82][cH:83]2)[c:84]2[cH:85][cH:86][cH:87][cH:88][cH:89]2)[P:90]([c:91]2[cH:92][cH:93][cH:94][cH:95][cH:96]2)([c:97]2[cH:98][cH:99][cH:100][cH:101][cH:102]2)[c:103]2[cH:104][cH:105][cH:106][cH:107][cH:108]2)([c:109]2[cH:110][cH:111][cH:112][cH:113][cH:114]2)[c:115]2[cH:116][cH:117][cH:118][cH:119][cH:120]2)[cH:121][cH:122]1>>[c:2]1([C:28](=[CH2:29])[O:30][CH2:31][CH3:32])[cH:3][n:4][c:5]2[c:6]([n:7]1)[n:8]([CH2:11][c:12]1[cH:13][c:14]3[cH:15][cH:16][cH:17][n:18][c:19]3[cH:20][c:21]1[F:22])[n:9][n:10]2.